From a dataset of the Open Reaction Database (ORD), a public repository of structured organic reaction records. describe an organic reaction: reactants, conditions, products, and yield Run in CO (methanol). The reactants are Cl.Cl.FC1=CC=C(C=C1)C1(OCCO1)CCCN(C)CCN1CCC(CC1)OC1=CC=C(C=C1)C(F)(F)F (1-{2-{N-{3-[2-(4-fluorophenyl)-1,3-dioxolan-2-yl]propyl}-N-methylamino}ethyl}-4-(4-trifluoromethylphenoxy)piperidine dihydrochloride), Cl (HCl), C([O-])(O)=O.[Na+] (sodium bicarbonate). The yield is 101.7%. Product: Cl.Cl.FC1=CC=C(C=C1)C(CCCN(C)CCN1CCC(CC1)OC1=CC=C(C=C1)C(F)(F)F)=O (1-{2-{N-[4-(4-fluorophenyl)-4-oxobutyl]-N-methylamino}ethyl}-4-(4-trifluoromethyl-phenoxy)piperidine dihydrochloride). RXN SMILES: [ClH:1].Cl.[F:3][C:4]1[CH:9]=[CH:8][C:7]([C:10]2([CH2:15][CH2:16][CH2:17][N:18]([CH2:20][CH2:21][N:22]3[CH2:27][CH2:26][CH:25]([O:28][C:29]4[CH:34]=[CH:33][C:32]([C:35]([F:38])([F:37])[F:36])=[CH:31][CH:30]=4)[CH2:24][CH2:23]3)[CH3:19])OCC[O:11]2)=[CH:6][CH:5]=1.Cl.C(=O)(O)[O-].[Na+]>CO>[ClH:1].[ClH:1].[F:3][C:4]1[CH:9]=[CH:8][C:7]([C:10](=[O:11])[CH2:15][CH2:16][CH2:17][N:18]([CH2:20][CH2:21][N:22]2[CH2:23][CH2:24][CH:25]([O:28][C:29]3[CH:30]=[CH:31][C:32]([C:35]([F:36])([F:37])[F:38])=[CH:33][CH:34]=3)[CH2:26][CH2:27]2)[CH3:19])=[CH:6][CH:5]=1 |f:0.1.2,4.5,7.8.9|. Procedure: A solution of 3.75 g (6.38 mmol) of 1-{2-{N-{3-[2-(4-fluorophenyl)-1,3-dioxolan-2-yl]propyl}-N-methylamino}ethyl}-4-(4-trifluoromethylphenoxy)piperidine dihydrochloride, 55 ml of methanol, and 22.5 ml of 3N HCl was heated at reflux under nitrogen for 3 hours. The reaction mixture was allowed to cool to room temperature and was subsequently neutralized with sodium bicarbonate. The methanol was evaporated and the residue made basic with sodium carbonate. The mixture was extracted with ether, washe... Yields the product C(C)(C)(C)N1CCN(CC1)CC=1NC2=NC(=NC(=C2N1)N1CCOCC1)N1C(=NC2=C1C=CC=C2)CC (4-(8-((4-tert-butylpiperazin-1-yl)methyl)-2-(2-ethyl-1H-benzo[d]imidazol-1-yl)-9H-purin-6-yl)morpholine). Reagents/catalysts: C=1C=CC(=CC1)/C=C/C(=O)/C=C/C2=CC=CC=C2.C=1C=CC(=CC1)/C=C/C(=O)/C=C/C2=CC=CC=C2.C=1C=CC(=CC1)/C=C/C(=O)/C=C/C2=CC=CC=C2.[Pd].[Pd] (tris(dibenzylideneacetone)dipalladium(0)). As a reaction SMILES: [C:1]([N:5]1[CH2:10][CH2:9][N:8]([CH2:11][C:12]2[N:13](C3CCCCO3)[C:14]3[C:19]([N:20]=2)=[C:18]([N:21]2[CH2:26][CH2:25][O:24][CH2:23][CH2:22]2)[N:17]=[C:16](Cl)[N:15]=3)[CH2:7][CH2:6]1)([CH3:4])([CH3:3])[CH3:2].[CH2:34]([C:36]1[NH:40][C:39]2[CH:41]=[CH:42][CH:43]=[CH:44][C:38]=2[N:37]=1)[CH3:35].CC(C1C=C(C(C)C)C(C2C=CC=CC=2P(C2CCCCC2)C2CCCCC2)=C(C(C)C)C=1)C.C(=O)([O-])[O-].[Cs+].[Cs+].CN(C)C=O.C1(C)C=CC(S(O)(=O)=O)=CC=1>C1C=CC(/C=C/C(/C=C/C2C=CC=CC=2)=O)=CC=1.C1C=CC(/C=C/C(/C=C/C2C=CC=CC=2)=O)=CC=1.C1C=CC(/C=C/C(/C=C/C2C=CC=CC=2)=O)=CC=1.[Pd].[Pd]>[C:1]([N:5]1[CH2:10][CH2:9][N:8]([CH2:11][C:12]2[NH:13][C:14]3[C:19]([N:20]=2)=[C:18]([N:21]2[CH2:22][CH2:23][O:24][CH2:25][CH2:26]2)[N:17]=[C:16]([N:37]2[C:38]4[CH:44]=[CH:43][CH:42]=[CH:41][C:39]=4[N:40]=[C:36]2[CH2:34][CH3:35])[N:15]=3)[CH2:7][CH2:6]1)([CH3:3])([CH3:4])[CH3:2] |f:3.4.5,8.9.10.11.12|. The reactants are C(C)(C)(C)N1CCN(CC1)CC=1N(C2=NC(=NC(=C2N1)N1CCOCC1)Cl)C1OCCCC1 (4-(8-((4-tert-butylpiperazin-1-yl)methyl)-2-chloro-9-(tetrahydro-2H-pyran-2-yl)-9H-purin-6-yl)morpholine), C(C)C1=NC2=C(N1)C=CC=C2 (2-ethyl-1H-benzo[d]imidazole), CC(C)C1=CC(=C(C(=C1)C(C)C)C2=C(C=CC=C2)P(C3CCCCC3)C4CCCCC4)C(C)C (Xphos), C([O-])([O-])=O.[Cs+].[Cs+] (cesium carbonate), CN(C=O)C (N,N-dimethylformamide), C1(=CC=C(C=C1)S(=O)(=O)O)C (para-toluenesulfonic acid). Reaction conditions: temperature 145 celsius. Reported procedure: Into a vial was added 4-(8-((4-tert-butylpiperazin-1-yl)methyl)-2-chloro-9-(tetrahydro-2H-pyran-2-yl)-9H-purin-6-yl)morpholine (126 mg, 0.264 mmol), 2-ethyl-1H-benzo[d]imidazole (40.4 mg, 0.277 mmol), Xphos (16.3 mg, 0.0343 mmol), tris(dibenzylideneacetone)dipalladium(0) (16.4 mg, 0.0179 mmol), and cesium carbonate (172 mg, 0.527 mmol;). The mixture was dissolved in N,N-dimethylformamide (2.02 mL, 0.0261 mol) and heated at 145° C. under pressure for 30 minutes in a microwave reactor. The reactio... The yield is 38.3%. Product: Nc1nccn2c(C3CC(CO)C3)nc(-c3cccc(OCc4ccccc4)c3)c12. Reaction SMILES: [CH2:1]([c:2]1[cH:3][cH:4][cH:5][cH:6][cH:7]1)[O:8][c:9]1[cH:10][c:11](-[c:15]2[n:16][c:17]([CH:25]3[CH2:26][CH:27]([CH2:29][OH:30])[CH2:28]3)[n:18]3[c:19]2[c:20]([Cl:24])[n:21][cH:22][cH:23]3)[cH:12][cH:13][cH:14]1.[CH:33]([OH:34])([CH3:35])[CH3:36].[NH3:31].[NH3:32]>>[CH2:1]([c:2]1[cH:3][cH:4][cH:5][cH:6][cH:7]1)[O:8][c:9]1[cH:10][c:11](-[c:15]2[n:16][c:17]([CH:25]3[CH2:26][CH:27]([CH2:29][OH:30])[CH2:28]3)[n:18]3[c:19]2[c:20]([NH2:31])[n:21][cH:22][cH:23]3)[cH:12][cH:13][cH:14]1. The reactants are OCC1CC(c2nc(-c3cccc(OCc4ccccc4)c3)c3c(Cl)nccn23)C1, CC(C)O, N, N. The reactants are S(=O)(Cl)Cl (Thionyl chloride), N1C(=CC2=CC=CC=C12)C(=O)O (indole-2-carboxylic acid), C(C1=CC=CC=C1)N1CCNCC1 (1-Benzylpiperazine). Solvent: C1(=CC=CC=C1)C (toluene). The product is Cl.C(C1=CC=CC=C1)N1CCN(CC1)C(=O)C=1NC2=CC=CC=C2C1 (2-(4-benzylpiperazin-1-yl) carbonyl indole hydrochloride). The yield is 98.2%. Reaction SMILES: S(Cl)([Cl:3])=O.[NH:5]1[C:13]2[C:8](=[CH:9][CH:10]=[CH:11][CH:12]=2)[CH:7]=[C:6]1[C:14]([OH:16])=O.[CH2:17]([N:24]1[CH2:29][CH2:28][NH:27][CH2:26][CH2:25]1)[C:18]1[CH:23]=[CH:22][CH:21]=[CH:20][CH:19]=1>C1(C)C=CC=CC=1>[ClH:3].[CH2:17]([N:24]1[CH2:29][CH2:28][N:27]([C:14]([C:6]2[NH:5][C:13]3[C:8]([CH:7]=2)=[CH:9][CH:10]=[CH:11][CH:12]=3)=[O:16])[CH2:26][CH2:25]1)[C:18]1[CH:19]=[CH:20][CH:21]=[CH:22][CH:23]=1 |f:4.5|. Procedure details: Thionyl chloride (1.62 ml, 22.3 mmol) was added to a solution of indole-2-carboxylic acid (3.0 g, 18.6 mmol) in toluene (40 ml), the mixture heated at reflux for 3 h and then cooled to room temperature. 1-Benzylpiperazine (3.7 ml, 20.4 mmol) was added and the resultant precipitate collected by filtration, washed with toluene, and dried in vacuo to give 2-(4-benzylpiperazin-1-yl) carbonyl indole hydrochloride (6.5 g, 98%). M.p. >210° C. (dec). The reactants are COC1=CC=C(\C=N\C(CO)C)C=C1 ((E)-2-(4-methoxybenzylideneamino)propan-1-ol), [BH4-].[Na+] (NaBH4). The solvent is CO (methanol). Reaction conditions: temperature -5 celsius. The product is COC1=CC=C(CNC(CO)C)C=C1 (2-(4-Methoxybenzylamino)propan-1-ol). As a reaction SMILES: [CH3:1][O:2][C:3]1[CH:14]=[CH:13][C:6](/[CH:7]=[N:8]/[CH:9]([CH3:12])[CH2:10][OH:11])=[CH:5][CH:4]=1.[BH4-].[Na+]>CO>[CH3:1][O:2][C:3]1[CH:14]=[CH:13][C:6]([CH2:7][NH:8][CH:9]([CH3:12])[CH2:10][OH:11])=[CH:5][CH:4]=1 |f:1.2|. Procedure: Into a 250-mL 3-necked round-bottom flask, was placed a solution of (E)-2-(4-methoxybenzylideneamino)propan-1-ol (15 g, 77.72 mmol, 1.00 equiv) in methanol (150 mL). This was followed by the addition of NaBH4 (5.88 g, 155.56 mmol, 2.00 equiv) in several batches at −10-0° C. The resulting solution was stirred for 2 hs at −10-0° C. in an ice/salt bath. The resulting mixture was concentrated under vacuum and diluted with 200 mL of water. The resulting aqueous solution was extracted with 3×100 mL of... Starting materials: CCCCO, Nc1ccc(Cl)cc1C(=O)Nc1ccc(Cl)cc1, O=C([O-])c1scc(CN2CCOCC2)c1Cl, [Na+], O=P(Cl)(Cl)Cl, c1ccncc1. Product: O=C(Nc1ccc(Cl)cc1)c1cc(Cl)ccc1NC(=O)c1scc(CN2CCOCC2)c1Cl. As a reaction SMILES: [CH2:41]([OH:42])[CH2:43][CH2:44][CH3:45].[Cl:18][c:19]1[cH:20][cH:21][c:22]([NH:25][C:26]([c:27]2[c:28]([NH2:34])[cH:29][cH:30][c:31]([Cl:33])[cH:32]2)=[O:35])[cH:23][cH:24]1.[Cl:1][c:2]1[c:3]([C:14](=[O:15])[O-:16])[s:4][cH:5][c:6]1[CH2:7][N:8]1[CH2:9][CH2:10][O:11][CH2:12][CH2:13]1.[Na+:17].[P:36]([Cl:37])([Cl:38])([Cl:39])=[O:40].[cH:46]1[cH:47][cH:48][n:49][cH:50][cH:51]1>>[Cl:1][c:2]1[c:3]([C:14](=[O:16])[NH:34][c:28]2[c:27]([C:26]([NH:25][c:22]3[cH:21][cH:20][c:19]([Cl:18])[cH:24][cH:23]3)=[O:35])[cH:32][c:31]([Cl:33])[cH:30][cH:29]2)[s:4][cH:5][c:6]1[CH2:7][N:8]1[CH2:9][CH2:10][O:11][CH2:12][CH2:13]1. Reactants: CC(=O)OC1C(c2ccc(Cl)c(Cc3ccc(O)cc3)c2)OC2(CC2)C(OC(C)=O)C1OC(C)=O, O=C([O-])[O-], [Cs+], [Cs+], Cc1ccc(S(=O)(=O)OC2CCOC2)cc1, CN(C)C=O, O. The product is CC(=O)OC1C(c2ccc(Cl)c(Cc3ccc(OC4CCOC4)cc3)c2)OC2(CC2)C(OC(C)=O)C1OC(C)=O. As a reaction SMILES: [C:1]([CH3:2])(=[O:3])[O:4][CH:5]1[CH:6]([O:32][C:33]([CH3:34])=[O:35])[CH:7]([c:17]2[cH:18][c:19]([CH2:24][c:25]3[cH:26][cH:27][c:28]([OH:31])[cH:29][cH:30]3)[c:20]([Cl:23])[cH:21][cH:22]2)[O:8][C:9]2([CH2:10][CH2:11]2)[CH:12]1[O:13][C:14]([CH3:15])=[O:16].[C:36](=[O:37])([O-:38])[O-:39].[Cs+:40].[Cs+:41].[O:42]1[CH2:43][CH:44]([O:47][S:48]([c:49]2[cH:50][cH:51][c:52]([CH3:53])[cH:54][cH:55]2)(=[O:56])=[O:57])[CH2:45][CH2:46]1.[O:58]=[CH:59][N:60]([CH3:61])[CH3:62].[OH2:63]>>[C:1]([CH3:2])(=[O:3])[O:4][CH:5]1[CH:6]([O:32][C:33]([CH3:34])=[O:35])[CH:7]([c:17]2[cH:18][c:19]([CH2:24][c:25]3[cH:26][cH:27][c:28]([O:31][CH:44]4[CH2:43][O:42][CH2:46][CH2:45]4)[cH:29][cH:30]3)[c:20]([Cl:23])[cH:21][cH:22]2)[O:8][C:9]2([CH2:10][CH2:11]2)[CH:12]1[O:13][C:14]([CH3:15])=[O:16].